Dataset: the Open Reaction Database (ORD), a public repository of structured organic reaction records. Task: describe an organic reaction: reactants, conditions, products, and yield Starting materials: [OH-].[Ba+2].[OH-] (barium hydroxide), [N+](=O)([O-])C[C@@H](O)[C@H](O)[C@@H](O)[C@@H](O)CO (1-deoxy-1-nitro-L-glucitol), Congo red, [OH-].[Na+] (sodium hydroxide), S(O)(O)(=O)=O (sulfuric acid). Run in O (water), O (water). Product: O=C[C@@H](O)[C@H](O)[C@@H](O)[C@@H](O)CO (L-Glucose). As a reaction SMILES: [N+]([CH2:4][C@H:5]([C@@H:7]([C@H:9]([C@H:11]([CH2:13][OH:14])[OH:12])[OH:10])[OH:8])[OH:6])([O-])=O.[OH-].[Na+].S(=O)(=O)(O)[OH:18].[OH-].[Ba+2].[OH-]>O>[O:18]=[CH:4][C@H:5]([C@@H:7]([C@H:9]([C@H:11]([CH2:13][OH:14])[OH:12])[OH:10])[OH:8])[OH:6] |f:1.2,4.5.6|. Procedure details: A solution of 5 grams of 1-deoxy-1-nitro-L-glucitol dissolved in 15 ml. of 2N sodium hydroxide was added dropwise to a stirred solution of 7.5 ml. of sulfuric acid in 9 ml. of water at room temperature. After dilution with 200 ml. of water, the solution was neutralized to Congo red indicator with warm barium hydroxide solution and the remaining sulfate ion precipitated with barium acetate solution. The barium sulfate was removed by filtration and the filtrate de-ionized by passage through 50 ml.... Reported procedure: The title compound was prepared in analogy to the procedure described in Example 1 using 4-((5-chloro-1-methyl-6-oxo-1,6-dihydropyridin-3-ylamino)(4-chlorophenyl)methyl)-1-(4-methoxybenzyl)-5-methyl-1H-pyrazole-3-carboxylic acid (Step 5.4). tR: 4.74 min (HPLC 1); tR; 1.04 min (LC-MS 2); ESI-MS: 509/511 [M+H]+ (LC-MS 2); Rf=0.64 (CH2Cl2/MeOH 9:1). Solvent: C(Cl)Cl.CO (CH2Cl2 MeOH). Reactants: ClC1=CC(=CN(C1=O)C)NC(C=1C(=NN(C1C)CC1=CC=C(C=C1)OC)C(=O)O)C1=CC=C(C=C1)Cl (4-((5-chloro-1-methyl-6-oxo-1,6-dihydropyridin-3-ylamino)(4-chlorophenyl)methyl)-1-(4-methoxybenzyl)-5-methyl-1H-pyrazole-3-carboxylic acid). Product: ClC1=CC(=CN(C1=O)C)N1C(C2=NN(C(=C2C1C1=CC=C(C=C1)Cl)C)CC1=CC=C(C=C1)OC)=O (5-(5-chloro-1-methyl-6-oxo-1,6-dihydropyridin-3-yl)-4-(4-chlorophenyl)-2-(4-methoxy-benzyl)-3-methyl-4,5-dihydropyrrolo[3,4-c]pyrazol-6(2H)-one). Reaction SMILES: [Cl:1][C:2]1[C:7](=[O:8])[N:6]([CH3:9])[CH:5]=[C:4]([NH:10][CH:11]([C:30]2[CH:35]=[CH:34][C:33]([Cl:36])=[CH:32][CH:31]=2)[C:12]2[C:13]([C:27](O)=[O:28])=[N:14][N:15]([CH2:18][C:19]3[CH:24]=[CH:23][C:22]([O:25][CH3:26])=[CH:21][CH:20]=3)[C:16]=2[CH3:17])[CH:3]=1>C(Cl)Cl.CO>[Cl:1][C:2]1[C:7](=[O:8])[N:6]([CH3:9])[CH:5]=[C:4]([N:10]2[CH:11]([C:30]3[CH:31]=[CH:32][C:33]([Cl:36])=[CH:34][CH:35]=3)[C:12]3[C:13](=[N:14][N:15]([CH2:18][C:19]4[CH:20]=[CH:21][C:22]([O:25][CH3:26])=[CH:23][CH:24]=4)[C:16]=3[CH3:17])[C:27]2=[O:28])[CH:3]=1 |f:1.2|. The reactants are BrC=1C(=NC(=NC1)Cl)C=1SC(=CC1Br)Cl (5-bromo-4-(3-bromo-5-chlorothiophen-2-yl)-2-chloropyrimidine), NCCN1C(NC(C1(C)C)=O)=O (1-(2-aminoethyl)-5,5-dimethylimidazolidine-2,4-dione), CO (MeOH), C(C)(C)N(C(C)C)CC (N,N-diisopropylethylamine). The solvent is CC(C)O (iPrOH). Run at temperature 170 celsius. The product is BrC=1C(=NC(=NC1)NCCN1C(NC(C1(C)C)=O)=O)C=1SC(=CC1Br)Cl (1-{2-[5-Bromo-4-(3-bromo-5-chlorothiophen-2-yl)pyrimidin-2-ylamino]ethyl}-5,5-dimethylimidazolidine-2,4-dione). RXN SMILES: [NH2:1][CH2:2][CH2:3][N:4]1[C:8]([CH3:10])([CH3:9])[C:7](=[O:11])[NH:6][C:5]1=[O:12].CO.C(N(CC)C(C)C)(C)C.[Br:24][C:25]1[C:26]([C:32]2[S:33][C:34]([Cl:38])=[CH:35][C:36]=2[Br:37])=[N:27][C:28](Cl)=[N:29][CH:30]=1>CC(O)C>[Br:24][C:25]1[C:26]([C:32]2[S:33][C:34]([Cl:38])=[CH:35][C:36]=2[Br:37])=[N:27][C:28]([NH:1][CH2:2][CH2:3][N:4]2[C:8]([CH3:9])([CH3:10])[C:7](=[O:11])[NH:6][C:5]2=[O:12])=[N:29][CH:30]=1. Procedure: A 10% (w/v) solution of 1-(2-aminoethyl)-5,5-dimethylimidazolidine-2,4-dione in MeOH (4.3 mL, 2.5 mmol) was added to a 10 mL microwave vessel. The MeOH was evaporated with a stream of N2, to leave an oily solid which was dissolved in 0.58 mL (3.3 mmol) of N,N-diisopropylethylamine and 5 mL of iPrOH, to which was added 0.65 g (1.7 mmol) of 5-bromo-4-(3-bromo-5-chlorothiophen-2-yl)-2-chloropyrimidine. The reaction mixture was heated in a microwave to 170° C. for 20 min then concentrated in vacuo a...